This data is from the Open Reaction Database (ORD), a public repository of structured organic reaction records. The task is: describe an organic reaction: reactants, conditions, products, and yield Reactants: CCOC(=O)c1cc2c(OC)cccc2cc1[N+](=O)[O-], CCO, [H][H]. The product is CCOC(=O)c1cc2c(OC)cccc2cc1N. Reaction SMILES: [CH2:1]([CH3:2])[O:3][C:4](=[O:5])[c:6]1[cH:7][c:8]2[c:9]([O:19][CH3:20])[cH:10][cH:11][cH:12][c:13]2[cH:14][c:15]1[N+:16]([O-:17])=[O:18].[CH3:23][CH2:24][OH:25].[H:21][H:22]>>[CH2:1]([CH3:2])[O:3][C:4](=[O:5])[c:6]1[cH:7][c:8]2[c:9]([O:19][CH3:20])[cH:10][cH:11][cH:12][c:13]2[cH:14][c:15]1[NH2:16].